From a dataset of the Open Reaction Database (ORD), a public repository of structured organic reaction records. describe an organic reaction: reactants, conditions, products, and yield Reactants: CCOC(=O)CN1CCC(C2CCN(C(=O)C(Cc3ccc(CC)c(CC)c3)NC(=O)N3CCC(N4CCc5ccccc5NC4=O)CC3)CC2)CC1, C1CCOC1, Cl, [Na+], [OH-]. Product: CCc1ccc(CC(NC(=O)N2CCC(N3CCc4ccccc4NC3=O)CC2)C(=O)N2CCC(C3CCN(CC(=O)O)CC3)CC2)cc1CC. As a reaction SMILES: [CH2:1]([CH3:2])[c:3]1[cH:4][c:5]([CH2:11][CH:12]([C:13](=[O:14])[N:15]2[CH2:16][CH2:17][CH:18]([CH:21]3[CH2:22][CH2:23][N:24]([CH2:27][C:28](=[O:29])[O:30][CH2:31][CH3:32])[CH2:25][CH2:26]3)[CH2:19][CH2:20]2)[NH:33][C:34](=[O:35])[N:36]2[CH2:37][CH2:38][CH:39]([N:42]3[C:43](=[O:53])[NH:44][c:45]4[c:46]([cH:49][cH:50][cH:51][cH:52]4)[CH2:47][CH2:48]3)[CH2:40][CH2:41]2)[cH:6][cH:7][c:8]1[CH2:9][CH3:10].[CH2:57]1[O:58][CH2:59][CH2:60][CH2:61]1.[ClH:56].[Na+:55].[OH-:54]>>[CH2:1]([CH3:2])[c:3]1[cH:4][c:5]([CH2:11][CH:12]([C:13](=[O:14])[N:15]2[CH2:16][CH2:17][CH:18]([CH:21]3[CH2:22][CH2:23][N:24]([CH2:27][C:28](=[O:29])[OH:30])[CH2:25][CH2:26]3)[CH2:19][CH2:20]2)[NH:33][C:34](=[O:35])[N:36]2[CH2:37][CH2:38][CH:39]([N:42]3[C:43](=[O:53])[NH:44][c:45]4[c:46]([cH:49][cH:50][cH:51][cH:52]4)[CH2:47][CH2:48]3)[CH2:40][CH2:41]2)[cH:6][cH:7][c:8]1[CH2:9][CH3:10]. Reactants: CCCCCC, O=Cc1ccccc1, [Cl-], COc1ccc(C(F)(F)F)cc1, [NH4+]. Product: COc1ccc(C(F)(F)F)cc1C(O)c1ccccc1. RXN SMILES: [CH3:23][CH2:24][CH2:25][CH2:26][CH2:27][CH3:28].[CH:15](=[O:16])[c:17]1[cH:18][cH:19][cH:20][cH:21][cH:22]1.[Cl-:1].[F:3][C:4]([c:5]1[cH:6][cH:7][c:8]([O:11][CH3:12])[cH:9][cH:10]1)([F:13])[F:14].[NH4+:2]>>[F:3][C:4]([c:5]1[cH:6][cH:7][c:8]([O:11][CH3:12])[c:9]([CH:15]([OH:16])[c:17]2[cH:18][cH:19][cH:20][cH:21][cH:22]2)[cH:10]1)([F:13])[F:14]. Run in C(C)O (ethanol), C(C)(=O)OCC (ethyl acetate). Procedure details: A solution of 1-(6-chloropyrimidin-4-yl)-4-piperidone ethylene ketal (2 g, 8.87 mmol) in ethanol (25 ml) and ethyl acetate (25 ml) was hydrogenated at 60 psi for 1 hr over 10% Pd/C (0.25 g). The mixture was filtered and the filtrate was concentrated in vacuo. The residue was dissolved in methylene chloride and filtered through celite. The filtrate was concentrated in vacuo to give 1-(pyrimidin-4-yl)-4-piperidone ethylene as a white solid (112-115° C.). Product: C=C.N1=CN=C(C=C1)N1CCC(CC1)=O (1-(pyrimidin-4-yl)-4-piperidone ethylene). Starting materials: C1COC2(CCN(CC2)C2=NC=NC(=C2)Cl)O1 (1-(6-chloropyrimidin-4-yl)-4-piperidone ethylene ketal). RXN SMILES: [CH2:1]1O[C:4]2([CH2:9][CH2:8][N:7]([C:10]3[CH:15]=[C:14](Cl)[N:13]=[CH:12][N:11]=3)[CH2:6][CH2:5]2)[O:3][CH2:2]1>C(O)C.C(OCC)(=O)C.[Pd]>[CH2:1]=[CH2:2].[N:13]1[CH:14]=[CH:15][C:10]([N:7]2[CH2:6][CH2:5][C:4](=[O:3])[CH2:9][CH2:8]2)=[N:11][CH:12]=1 |f:4.5|. The reagents and catalysts are [Pd] (Pd/C). The reactants are Cl (hydrochloric acid), C(C1=CC=CC=C1)N1CC(N(C2=CC=CC=C12)C=O)CN1CCCC1 (4-benzyl-1-formyl-2-(pyrrolidin-1-yl)methyl-1,2,3,4-tetrahydroquinoxaline). Reagents/catalysts: [Pd] (Pd-C). Solvent: CO (methanol). Run at time 2 hour. Yields the product C(=O)N1C(CNC2=CC=CC=C12)CN1CCCC1 (1-formyl-2-(pyrrolidin-1-yl)methyl-1,2,3,4-tetrahydroquinoxaline). Isolated yield 98.5%. Reaction SMILES: Cl.C([N:9]1[C:18]2[C:13](=[CH:14][CH:15]=[CH:16][CH:17]=2)[N:12]([CH:19]=[O:20])[CH:11]([CH2:21][N:22]2[CH2:26][CH2:25][CH2:24][CH2:23]2)[CH2:10]1)C1C=CC=CC=1>[Pd].CO>[CH:19]([N:12]1[C:13]2[C:18](=[CH:17][CH:16]=[CH:15][CH:14]=2)[NH:9][CH2:10][CH:11]1[CH2:21][N:22]1[CH2:26][CH2:25][CH2:24][CH2:23]1)=[O:20]. Reported procedure: 10% Pd-C (200 mg) and concentrated hydrochloric acid (0.3 ml) were added to a methanol (25 ml) solution of 4-benzyl-1-formyl-2-(pyrrolidin-1-yl)methyl-1,2,3,4-tetrahydroquinoxaline (500 mg). The reaction mixture was subjected to catalytic hydrogenation at room temperature under 4.5 atmospheric pressure for 2 hours. The catalyst was removed by filtration, and the filtrate was concentrated. 10% Aqueous potassium carbonate solution was added to the residue, which was extracted with ethyl acetate. T... Reactants: C[Mg]Br (methylmagnesium bromide), O (Water), BrC=1C=C2C(C3=C(C(=NC(=C3)Cl)F)OC2=CC1)=O (7-bromo-3-chloro-1-fluoro-5H-chromeno[2,3-c]pyridin-5-one), [NH4+].[Cl-] (NH4Cl). The solvent is C1CCOC1 (THF), C1CCOC1 (THF). Reaction conditions: temperature 0 celsius. The product is BrC=1C=C2C(C3=C(C(=NC(=C3)Cl)F)OC2=CC1)(O)C (7-bromo-3-chloro-1-fluoro-5-methyl-5H-chromeno[2,3-c]pyridin-5-ol). The yield is 93.5%. As a reaction SMILES: [Br:1][C:2]1[CH:3]=[C:4]2[C:15](=[CH:16][CH:17]=1)[O:14][C:7]1[C:8]([F:13])=[N:9][C:10]([Cl:12])=[CH:11][C:6]=1[C:5]2=[O:18].[CH3:19][Mg]Br.[NH4+].[Cl-].O>C1COCC1>[Br:1][C:2]1[CH:3]=[C:4]2[C:15](=[CH:16][CH:17]=1)[O:14][C:7]1[C:8]([F:13])=[N:9][C:10]([Cl:12])=[CH:11][C:6]=1[C:5]2([CH3:19])[OH:18] |f:2.3|. Procedure: A suspension of 7-bromo-3-chloro-1-fluoro-5H-chromeno[2,3-c]pyridin-5-one (35 g, 107 mmol) in dry THF (210 mL) under nitrogen atmosphere was cooled to 0° C. and a solution of methylmagnesium bromide (3.0M solution in diethyl ether; 107 mL, 320 mmol) in dry THF (70 mL) was added over 10 minutes via an addition funnel. After complete addition a saturated aqueous solution of NH4Cl (125 mL) was added slowly to the stirring reaction mixture, keeping the internal temperature below 30° C. Water was add... The reactants are CCN=C=NCCCN(C)C, COc1cccc(S(=O)(=O)NCCC(=O)O)c1, CN1CCOCC1, Cl, Cn1cncc1C(C)(N)c1ccc(C#N)c(F)c1, CN(C)C=O, O, On1nnc2ccccc21. The product is COc1cccc(S(=O)(=O)NCCC(=O)NC(C)(c2ccc(C#N)c(F)c2)c2cncn2C)c1. RXN SMILES: [CH2:30]([N:31]=[C:32]=[N:33][CH2:34][CH2:35][CH2:36][N:37]([CH3:38])[CH3:39])[CH3:40].[CH3:1][O:2][c:3]1[cH:4][c:5]([S:9](=[O:10])(=[O:11])[NH:12][CH2:13][CH2:14][C:15](=[O:16])[OH:17])[cH:6][cH:7][cH:8]1.[CH3:41][N:42]1[CH2:43][CH2:44][O:45][CH2:46][CH2:47]1.[ClH:29].[NH2:48][C:49]([CH3:50])([c:51]1[n:52]([CH3:56])[cH:53][n:54][cH:55]1)[c:57]1[cH:58][c:59]([F:65])[c:60]([C:61]#[N:62])[cH:63][cH:64]1.[O:66]=[CH:67][N:68]([CH3:69])[CH3:70].[OH2:18].[OH:19][n:20]1[c:21]2[cH:22][cH:23][cH:24][cH:25][c:26]2[n:27][n:28]1>>[CH3:1][O:2][c:3]1[cH:4][c:5]([S:9](=[O:10])(=[O:11])[NH:12][CH2:13][CH2:14][C:15](=[O:17])[NH:48][C:49]([CH3:50])([c:51]2[n:52]([CH3:56])[cH:53][n:54][cH:55]2)[c:57]2[cH:58][c:59]([F:65])[c:60]([C:61]#[N:62])[cH:63][cH:64]2)[cH:6][cH:7][cH:8]1.